This data is from the Open Reaction Database (ORD), a public repository of structured organic reaction records. The task is: describe an organic reaction: reactants, conditions, products, and yield Starting materials: FC(C1=NC=CC(=C1)OC1=CC=C(C=C1)N)(F)F (4-(2-trifluoromethyl-pyridin-4-yloxy)-phenylamine), FC(C1=CC(=CC=C1)N=C=O)(F)F (α,α,α-trifluoro-m-tolyl-isocyanate). Conditions: time 4 hour. Product: FC(C=1C=C(C=CC1)NC(=O)NC1=CC=C(C=C1)OC1=CC(=NC=C1)C(F)(F)F)(F)F (1-(3-Trifluoromethyl-phenyl)-3-[4-(2-trifluoromethyl-pyridin-4-yloxy)-phenyl]-urea). RXN SMILES: [F:1][C:2]([F:18])([F:17])[C:3]1[CH:8]=[C:7]([O:9][C:10]2[CH:15]=[CH:14][C:13]([NH2:16])=[CH:12][CH:11]=2)[CH:6]=[CH:5][N:4]=1.[F:19][C:20]([F:31])([F:30])[C:21]1[CH:26]=[CH:25][CH:24]=[C:23]([N:27]=[C:28]=[O:29])[CH:22]=1>>[F:19][C:20]([F:30])([F:31])[C:21]1[CH:22]=[C:23]([NH:27][C:28]([NH:16][C:13]2[CH:14]=[CH:15][C:10]([O:9][C:7]3[CH:6]=[CH:5][N:4]=[C:3]([C:2]([F:1])([F:17])[F:18])[CH:8]=3)=[CH:11][CH:12]=2)=[O:29])[CH:24]=[CH:25][CH:26]=1. Reported procedure: The title compound is prepared as described in Example 102 but using 4-(2-trifluoromethyl-pyridin-4-yloxy)-phenylamine (Example 108) and α,α,α-trifluoro-m-tolyl-isocyanate. The reaction mixture is stirred for 4 h. The title compound is obtained as a white solid: ES-MS: 441.8 [M+H]+; single peak at tR=9.44 min (System 2); Rf=0.38 (CH2Cl2/Et2O, 90/10).